This data is from the Open Reaction Database (ORD), a public repository of structured organic reaction records. The task is: describe an organic reaction: reactants, conditions, products, and yield Starting materials: ClC1=C2C(=NN=C1C1=CC=CC=C1)N(N=C2C2=C(C=CC=C2)Cl)C (4-chloro-3-(2-chlorophenyl)-1-methyl-5-phenyl-1H-pyrazolo[3,4-c]pyridazine), CN1N=C(C=C1N)C1=CC=CC=C1 (1-methyl-3-phenyl-1H-pyrazol-5-amine). Product: ClC1=C2C(=NN=C1C1=CC=CC=C1)N(N=C2C2=CC=CC=C2)C (4-chloro-1-methyl-3,5-diphenyl-1H-pyrazolo[3,4-c]pyridazine). RXN SMILES: [Cl:1][C:2]1[C:7]([C:8]2[CH:13]=[CH:12][CH:11]=[CH:10][CH:9]=2)=[N:6][N:5]=[C:4]2[N:14]([CH3:24])[N:15]=[C:16]([C:17]3[CH:22]=[CH:21][CH:20]=[CH:19][C:18]=3Cl)[C:3]=12.CN1C(N)=CC(C2C=CC=CC=2)=N1>>[Cl:1][C:2]1[C:7]([C:8]2[CH:9]=[CH:10][CH:11]=[CH:12][CH:13]=2)=[N:6][N:5]=[C:4]2[N:14]([CH3:24])[N:15]=[C:16]([C:17]3[CH:18]=[CH:19][CH:20]=[CH:21][CH:22]=3)[C:3]=12. Reported procedure: Compound 39 was synthesised following similar procedures outlined in Example 1 (Compound 37), starting from Step 2 using 1-methyl-3-phenyl-1H-pyrazol-5-amine instead of 3-(2-chlorophenyl)-1-methyl-1H-pyrazol-5-amine. Reactants: BrC1=CC=C(C=C1)C=1OC2=C(N1)C=CC=C2 (2-(4-bromophenyl)benzoxazole), C(C)(C)(C)P(C(C)(C)C)C(C)(C)C (tri(tert-butyl)phosphine), C1(=CC=CC=C1)C=1C=CC=2NC3=CC=C(C=C3C2C1)C1=CC=CC=C1 (3,6-diphenyl-9H-carbazole), CC(C)([O-])C.[Na+] (sodium tert-butoxide). Reagents/catalysts: C=1C=CC(=CC1)/C=C/C(=O)/C=C/C2=CC=CC=C2.C=1C=CC(=CC1)/C=C/C(=O)/C=C/C2=CC=CC=C2.[Pd] (bis (dibenzylideneacetone)palladium(0)). Solvent: CCCCCC (hexane), C1(=CC=CC=C1)C (toluene), C1(=CC=CC=C1)C (toluene). Conditions: temperature 80 celsius, time 5 hour. The product is O1C(=NC2=C1C=CC=C2)C2=CC=C(C=C2)N2C1=CC=C(C=C1C=1C=C(C=CC21)C2=CC=CC=C2)C2=CC=CC=C2 (9-(4-[Benzoxazol-2-yl)phenyl]-3,6-diphenyl-9H-carbazole). Reaction SMILES: Br[C:2]1[CH:7]=[CH:6][C:5]([C:8]2[O:9][C:10]3[CH:16]=[CH:15][CH:14]=[CH:13][C:11]=3[N:12]=2)=[CH:4][CH:3]=1.[C:17]1([C:23]2[CH:24]=[CH:25][C:26]3[NH:27][C:28]4[C:33]([C:34]=3[CH:35]=2)=[CH:32][C:31]([C:36]2[CH:41]=[CH:40][CH:39]=[CH:38][CH:37]=2)=[CH:30][CH:29]=4)[CH:22]=[CH:21][CH:20]=[CH:19][CH:18]=1.CC(C)([O-])C.[Na+].C(P(C(C)(C)C)C(C)(C)C)(C)(C)C>C1C=CC(/C=C/C(/C=C/C2C=CC=CC=2)=O)=CC=1.C1C=CC(/C=C/C(/C=C/C2C=CC=CC=2)=O)=CC=1.[Pd].C1(C)C=CC=CC=1.CCCCCC>[O:9]1[C:10]2[CH:16]=[CH:15][CH:14]=[CH:13][C:11]=2[N:12]=[C:8]1[C:5]1[CH:6]=[CH:7][C:2]([N:27]2[C:28]3[CH:29]=[CH:30][C:31]([C:36]4[CH:41]=[CH:40][CH:39]=[CH:38][CH:37]=4)=[CH:32][C:33]=3[C:34]3[C:26]2=[CH:25][CH:24]=[C:23]([C:17]2[CH:18]=[CH:19][CH:20]=[CH:21][CH:22]=2)[CH:35]=3)=[CH:3][CH:4]=1 |f:2.3,5.6.7|. Procedure details: In a 100 mL three-neck flask were put 1.0 g (3.7 mmol) of 2-(4-bromophenyl)benzoxazole, 1.2 g (3.7 mmol) of 3,6-diphenyl-9H-carbazole, and 0.77 g (8.0 mmol) of sodium tert-butoxide. The atmosphere in the flask was replaced with nitrogen. To this mixture were added 15 mL of toluene and 0.10 mL of a 10% hexane solution of tri(tert-butyl)phosphine. This mixture was degassed by reducing the pressure in the flask by using an aspirator. After that, the atmosphere in the flask was replaced with nitroge... Reactants: COc1ccc(CC(N=C=O)C(=O)N2CCCC2C(=O)OCc2ccccc2)cc1, CCN, ClCCl. Product: CCNC(=O)NC(Cc1ccc(OC)cc1)C(=O)N1CCCC1C(=O)OCc1ccccc1. As a reaction SMILES: [CH2:1]([c:2]1[cH:3][cH:4][cH:5][cH:6][cH:7]1)[O:8][C:9](=[O:10])[CH:11]1[N:12]([C:16]([CH:17]([CH2:18][c:19]2[cH:20][cH:21][c:22]([O:25][CH3:26])[cH:23][cH:24]2)[N:27]=[C:28]=[O:29])=[O:30])[CH2:13][CH2:14][CH2:15]1.[CH2:31]([CH3:32])[NH2:33].[Cl:34][CH2:35][Cl:36]>>[CH2:1]([c:2]1[cH:3][cH:4][cH:5][cH:6][cH:7]1)[O:8][C:9](=[O:10])[CH:11]1[N:12]([C:16]([CH:17]([CH2:18][c:19]2[cH:20][cH:21][c:22]([O:25][CH3:26])[cH:23][cH:24]2)[NH:27][C:28](=[O:29])[NH:33][CH2:31][CH3:32])=[O:30])[CH2:13][CH2:14][CH2:15]1. Reactants: BrC1=C(C=2C(=NC(=CC2NS(=O)(=O)C2=CC(=CC=C2)Cl)C)S1)C1=CC(=CC=C1)OC (N-{2-Bromo-6-methyl-3-[3-(methyloxy)phenyl]thieno[2,3-b]pyridin-4-yl}-3-chlorobenzenesulfonamide), CC1=NOC(=C1B(O)O)C ((3,5-dimethyl-4-isoxazolyl)boronic acid), CC1(C2=C(C(=CC=C2)P(C3=CC=CC=C3)C4=CC=CC=C4)OC5=C(C=CC=C51)P(C6=CC=CC=C6)C7=CC=CC=C7)C (xantphos), C(=O)([O-])[O-].[Cs+].[Cs+] (Cs2CO3). Reagents/catalysts: C(C)(=O)[O-].[Pd+2].C(C)(=O)[O-] (palladium(II) acetate). Solvent: C1(=CC=CC=C1)C (toluene). Run at temperature 110 celsius. Product: ClC=1C=C(C=CC1)S(=O)(=O)NC1=C2C(=NC(=C1)C)SC(=C2C2=CC(=CC=C2)OC)C=2C(=NOC2C)C (3-Chloro-N-{2-(3,5-dimethyl-4-isoxazolyl)-6-methyl-3-[3-(methyloxy)phenyl]thieno[2,3-b]pyridin-4-yl}benzenesulfonamide). Isolated yield 18.4%. RXN SMILES: Br[C:2]1[S:22][C:5]2=[N:6][C:7]([CH3:21])=[CH:8][C:9]([NH:10][S:11]([C:14]3[CH:19]=[CH:18][CH:17]=[C:16]([Cl:20])[CH:15]=3)(=[O:13])=[O:12])=[C:4]2[C:3]=1[C:23]1[CH:28]=[CH:27][CH:26]=[C:25]([O:29][CH3:30])[CH:24]=1.[CH3:31][C:32]1[C:36](B(O)O)=[C:35]([CH3:40])[O:34][N:33]=1.CC1(C)C2C(=C(P(C3C=CC=CC=3)C3C=CC=CC=3)C=CC=2)OC2C(P(C3C=CC=CC=3)C3C=CC=CC=3)=CC=CC1=2.C([O-])([O-])=O.[Cs+].[Cs+]>C([O-])(=O)C.[Pd+2].C([O-])(=O)C.C1(C)C=CC=CC=1>[Cl:20][C:16]1[CH:15]=[C:14]([S:11]([NH:10][C:9]2[CH:8]=[C:7]([CH3:21])[N:6]=[C:5]3[S:22][C:2]([C:36]4[C:32]([CH3:31])=[N:33][O:34][C:35]=4[CH3:40])=[C:3]([C:23]4[CH:28]=[CH:27][CH:26]=[C:25]([O:29][CH3:30])[CH:24]=4)[C:4]=23)(=[O:13])=[O:12])[CH:19]=[CH:18][CH:17]=1 |f:3.4.5,6.7.8|. Procedure details: N-{2-Bromo-6-methyl-3-[3-(methyloxy)phenyl]thieno[2,3-b]pyridin-4-yl}-3-chlorobenzenesulfonamide (100 mg, 0.191 mmol) (Example 33), (3,5-dimethyl-4-isoxazolyl)boronic acid (40.4 mg, 0.286 mmol), palladium(II) acetate (4.29 mg, 0.019 mmol), xantphos (22.09 mg, 0.038 mmol) and Cs2CO3 (187 mg, 0.573 mmol) were weighed into a round bottom flask. Degassed toluene (2 mL) was added to the mixture which was then heated at 110° C. for 19 h. After cooling to RT, the mixture was filtered through celite and... Reactants: C(C)OC(C)=O (ethylacetate), C(C)(=O)C1=C(C=C(C=C1)NC(C)=O)O (N-(4-acetyl-3-hydroxy-phenyl)acetamide), CC1=CC=C(C=C1)C(=O)CBr (2-bromo-4-methylacetophenone), C([O-])([O-])=O.[K+].[K+] (potassium carbonate). Run in CN(C)C=O (DMF). Conditions: temperature 60 celsius. The product is CC1=C(OC2=C1C=CC(=C2)NC(C)=O)C(C2=CC=C(C=C2)C)=O (N-[3-Methyl-2-(4-methyl-benzoyl)-benzofuran-6-yl]acetamide). RXN SMILES: [C:1]([C:4]1[CH:9]=[CH:8][C:7]([NH:10][C:11](=[O:13])[CH3:12])=[CH:6][C:5]=1[OH:14])(=O)[CH3:2].[CH3:15][C:16]1[CH:21]=[CH:20][C:19]([C:22]([CH2:24]Br)=[O:23])=[CH:18][CH:17]=1.C(=O)([O-])[O-].[K+].[K+].C(OC(=O)C)C>CN(C=O)C>[CH3:2][C:1]1[C:4]2[CH:9]=[CH:8][C:7]([NH:10][C:11](=[O:13])[CH3:12])=[CH:6][C:5]=2[O:14][C:24]=1[C:22](=[O:23])[C:19]1[CH:20]=[CH:21][C:16]([CH3:15])=[CH:17][CH:18]=1 |f:2.3.4|. Procedure details: 0.72 g (3.75 mmol) of N-(4-acetyl-3-hydroxy-phenyl)acetamide and 0.81 g (4.1 mmol) of 2-bromo-4-methylacetophenone were dissolved in 5 ml DMF and 1,55 g (11.25 mmol) of potassium carbonate were added. The suspension was heated to 60° C. for 1 h and ethylacetate was added. The organic phase was washed three times with water, one time with a NaCl solution, dried over Na2SO4 and concentrated in vacuo. The residue was further purified by crystallisation (ethanol). Reactants: CS(=O)(=O)Cl (Methanesulfonyl chloride), C1(=CC=CC=C1)C1=C(OC2=C1C=CC=C2)CO ((3-phenylbenzofuran-2-yl)methanol), CCN(C(C)C)C(C)C (DIPEA), CS(=O)(=O)Cl (methanesulfonyl chloride), CCN(C(C)C)C(C)C (DIPEA). The solvent is C(Cl)Cl (DCM), C(Cl)Cl (DCM). Reaction conditions: temperature 0 celsius, time 15 minute. The product is CS(=O)(=O)OCC=1OC2=C(C1C1=CC=CC=C1)C=CC=C2 ((3-phenylbenzofuran-2-yl)methyl methanesulfonate). Yield: 89.3%. As a reaction SMILES: [CH3:1][S:2](Cl)(=[O:4])=[O:3].[C:6]1([C:12]2[C:16]3[CH:17]=[CH:18][CH:19]=[CH:20][C:15]=3[O:14][C:13]=2[CH2:21][OH:22])[CH:11]=[CH:10][CH:9]=[CH:8][CH:7]=1.CCN(C(C)C)C(C)C>C(Cl)Cl>[CH3:1][S:2]([O:22][CH2:21][C:13]1[O:14][C:15]2[CH:20]=[CH:19][CH:18]=[CH:17][C:16]=2[C:12]=1[C:6]1[CH:7]=[CH:8][CH:9]=[CH:10][CH:11]=1)(=[O:4])=[O:3]. Reported procedure: Methanesulfonyl chloride (160 μL, 2.05 mmol) was added dropwise to a solution of (3-phenylbenzofuran-2-yl)methanol (367 mg, 1.64 mmol) and DIPEA (343 μL, 1.97 mmol) in anhydrous DCM (10 mL) at 0° C. Stirring at 0° C. was continued for 15 min, then the mixture was slowly warmed to RT. After 2 h stirring at RT, additional amounts of methanesulfonyl chloride (80 μL, 1.03 mmol) and DIPEA (172 μL, 0.99 mmol) were added and stirring was continued for 1.5 h. The reaction mixture was diluted with DCM an... The reactants are C(C)C1=CNC=C1CC (3,4-diethylpyrrole), C(C)(=O)OCC1=C(C(=C(N1)C(=O)OCC1=CC=CC=C1)C)CC (benzyl 5-(acetoxymethyl)-4-ethyl-3-methylpyrrole-2-carboxylate). Product: C(C1=CC=CC=C1)OC(=O)C1=C(C(=C(N1)CC=1NC(=C(C1CC)CC)CC=1NC(=C(C1CC)C)C(=O)OCC1=CC=CC=C1)CC)C (2,5-bis(5-benzyloxycarbonyl-3-ethyl-4-methylpyrrol-2-ylmethyl)-3,4-diethylpyrrole). As a reaction SMILES: [CH2:1]([C:3]1[C:7]([CH2:8][CH3:9])=[CH:6][NH:5][CH:4]=1)[CH3:2].C(O[CH2:14][C:15]1[NH:19][C:18]([C:20]([O:22][CH2:23][C:24]2[CH:29]=[CH:28][CH:27]=[CH:26][CH:25]=2)=[O:21])=[C:17]([CH3:30])[C:16]=1[CH2:31][CH3:32])(=O)C>>[CH2:23]([O:22][C:20]([C:18]1[NH:19][C:15]([CH2:14][C:4]2[NH:5][C:6]([CH2:14][C:15]3[NH:19][C:18]([C:20]([O:22][CH2:23][C:24]4[CH:25]=[CH:26][CH:27]=[CH:28][CH:29]=4)=[O:21])=[C:17]([CH3:30])[C:16]=3[CH2:31][CH3:32])=[C:7]([CH2:8][CH3:9])[C:3]=2[CH2:1][CH3:2])=[C:16]([CH2:31][CH3:32])[C:17]=1[CH3:30])=[O:21])[C:24]1[CH:25]=[CH:26][CH:27]=[CH:28][CH:29]=1. Procedure: condensing 3,4-diethylpyrrole with two molecular equivalents of benzyl 5-(acetoxymethyl)-4-ethyl-3-methylpyrrole-2-carboxylate to produce 2,5-bis(5-benzyloxycarbonyl-3-ethyl-4-methylpyrrol-2-ylmethyl)-3,4-diethylpyrrole;